This data is from the Open Reaction Database (ORD), a public repository of structured organic reaction records. The task is: describe an organic reaction: reactants, conditions, products, and yield The reactants are CCOC(=O)CBr, CCOC(C)=O, CCC(C)c1cc(Oc2c(Cl)cc(N)cc2Cl)ccc1OC, CCN(C(C)C)C(C)C, CN(C)C=O. Yields the product CCOC(=O)CNc1cc(Cl)c(Oc2ccc(OC)c(C(C)CC)c2)c(Cl)c1. RXN SMILES: [Br:23][CH2:24][C:25](=[O:26])[O:27][CH2:28][CH3:29].[CH3:44][CH2:45][O:46][C:47](=[O:48])[CH3:49].[CH:1]([CH3:2])([CH2:3][CH3:4])[c:5]1[cH:6][c:7]([O:8][c:9]2[c:10]([Cl:17])[cH:11][c:12]([NH2:16])[cH:13][c:14]2[Cl:15])[cH:18][cH:19][c:20]1[O:21][CH3:22].[CH:30]([N:31]([CH:32]([CH3:33])[CH3:34])[CH2:35][CH3:36])([CH3:37])[CH3:38].[O:39]=[CH:40][N:41]([CH3:42])[CH3:43]>>[CH:1]([CH3:2])([CH2:3][CH3:4])[c:5]1[cH:6][c:7]([O:8][c:9]2[c:10]([Cl:17])[cH:11][c:12]([NH:16][CH2:24][C:25](=[O:26])[O:27][CH2:28][CH3:29])[cH:13][c:14]2[Cl:15])[cH:18][cH:19][c:20]1[O:21][CH3:22]. The reactants are CCO, CCOC(=O)C1C=CC(c2ccccc2)n2c(=O)n(CCCl)c(=O)n21. Yields the product CCOC(=O)C1CCC(c2ccccc2)n2c(=O)n(CCCl)c(=O)n21. RXN SMILES: [CH3:26][CH2:27][OH:28].[Cl:1][CH2:2][CH2:3][n:4]1[c:5](=[O:25])[n:6]2[n:7]([c:23]1=[O:24])[CH:8]([c:17]1[cH:18][cH:19][cH:20][cH:21][cH:22]1)[CH:9]=[CH:10][CH:11]2[C:12](=[O:13])[O:14][CH2:15][CH3:16]>>[Cl:1][CH2:2][CH2:3][n:4]1[c:5](=[O:25])[n:6]2[n:7]([c:23]1=[O:24])[CH:8]([c:17]1[cH:18][cH:19][cH:20][cH:21][cH:22]1)[CH2:9][CH2:10][CH:11]2[C:12](=[O:13])[O:14][CH2:15][CH3:16]. Starting materials: FC(OC1=CC(=CC2=C1OC(C(N2)=O)C)C=O)F (8-(Difluoromethoxy)-2-methyl-3-oxo-3,4-dihydro-2H-benzo[b][1,4]oxazine-6-carbaldehyde), ClC=1C=C(C(=O)NCC)C=CC1N1CCNCC1 (3-Chloro-N-ethyl-4-(piperazin-1-yl)benzamide). Yields the product ClC=1C=C(C(=O)NCC)C=CC1N1CCN(CC1)CC1=CC2=C(OC(C(N2)=O)C)C(=C1)OC(F)F (3-Chloro-4-(4-((8-(difluoromethoxy)-2-methyl-3-oxo-3,4-dihydro-2H-benzo[b][1,4]oxazin-6-yl)methyl)piperazin-1-yl)-N-ethylbenzamide). Reaction SMILES: [F:1][CH:2]([F:18])[O:3][C:4]1[C:9]2[O:10][CH:11]([CH3:15])[C:12](=[O:14])[NH:13][C:8]=2[CH:7]=[C:6]([CH:16]=O)[CH:5]=1.[Cl:19][C:20]1[CH:21]=[C:22]([CH:28]=[CH:29][C:30]=1[N:31]1[CH2:36][CH2:35][NH:34][CH2:33][CH2:32]1)[C:23]([NH:25][CH2:26][CH3:27])=[O:24]>>[Cl:19][C:20]1[CH:21]=[C:22]([CH:28]=[CH:29][C:30]=1[N:31]1[CH2:32][CH2:33][N:34]([CH2:16][C:6]2[CH:5]=[C:4]([O:3][CH:2]([F:18])[F:1])[C:9]3[O:10][CH:11]([CH3:15])[C:12](=[O:14])[NH:13][C:8]=3[CH:7]=2)[CH2:35][CH2:36]1)[C:23]([NH:25][CH2:26][CH3:27])=[O:24]. Procedure: Using 403A and 3-chloro-N-ethyl-4-(piperazin-1-yl)benzamide 286 in the general procedure for reductive aminations, the title compound was obtained as a white solid: 1H NMR (400 MHz, DMSO-d6) δ ppm 1.10 (t, J=7.20 Hz, 3H) 1.39-1.46 (m, 3H) 2.52-2.61 (m, 4H) 3.05 (br. s., 4H) 3.21-3.30 (m, 2H) 3.45 (s, 2H) 4.70-4.78 (m, 1H) 6.78-6.83 (m, 2H) 7.13-7.21 (m, 2H) 7.77 (dd, J=8.59, 2.02 Hz, 1H) 7.87 (d, J=2.02 Hz, 1H) 8.43 (t, J=5.56 Hz, 1H) 10.81 (s, 1H). ESI-MS: m/z 509.3 (M+H)+. mp 101.7-104.0° C. Reactants: C(C)(=O)OC(C)=O (acetic anhydride), C(C)(=O)OCC1=[N+](C=C(C=C1)OCCOC(C)=O)[O-] ([5-(2-Acetoxyethoxy)-1-oxidopyridin-2-yl]methyl acetate), C([O-])(O)=O.[Na+] (sodium bicarbonate). Reaction conditions: temperature 0 celsius, time 3 hour. The product is C(C)(=O)OC(C1=NC=C(C=C1)OCCOC(C)=O)OC(C)=O ([5-(2-Acetoxyethoxy)pyridin-2-yl]methylene diacetate). Reaction SMILES: [C:1]([O:4]C(=O)C)(=[O:3])[CH3:2].[C:8]([O:11][CH2:12][C:13]1[CH:18]=[CH:17][C:16]([O:19][CH2:20][CH2:21][O:22][C:23](=[O:25])[CH3:24])=[CH:15][N+:14]=1[O-])(=[O:10])[CH3:9].C(=O)(O)[O-].[Na+]>>[C:8]([O:11][CH:12]([O:4][C:1](=[O:3])[CH3:2])[C:13]1[CH:18]=[CH:17][C:16]([O:19][CH2:20][CH2:21][O:22][C:23](=[O:25])[CH3:24])=[CH:15][N:14]=1)(=[O:10])[CH3:9] |f:2.3|. Procedure details: 5 ml (53.00 mmol) of acetic anhydride are added to 0.83 g of the crude product from example 26A, and without further solvent the mixture is stirred at +120° C. for 3 h. The reaction mixture is then cooled to 0° C., and 2 ml of saturated aqueous sodium bicarbonate solution are added. The aqueous phase is extracted twice with in each case 5 ml of dichloromethane, and the combined organic phases are dried over magnesium sulphate. After removal of the solvent, the crude product is used without furth... The reactants are OC1CN(C(C12CCN(CC2)C(=O)OC(C)(C)C)=O)C=2COC(C2C)=O (tert-Butyl 4-hydroxy-2-(4-methyl-5-oxo-2,5-dihydrofuran-3-yl)-1-oxo-2,8-diazaspiro[4.5]decane-8-carboxylate), C(=O)(C(F)(F)F)O (TFA). The product is OC1CN(C(C12CCNCC2)=O)C=2COC(C2C)=O (4-hydroxy-2-(4-methyl-5-oxo-2,5-dihydrofuran-3-yl)-2,8-diazaspiro[4.5]decan-1-one). RXN SMILES: [OH:1][CH:2]1[C:6]2([CH2:11][CH2:10][N:9](C(OC(C)(C)C)=O)[CH2:8][CH2:7]2)[C:5](=[O:19])[N:4]([C:20]2[CH2:21][O:22][C:23](=[O:26])[C:24]=2[CH3:25])[CH2:3]1.C(O)(C(F)(F)F)=O>>[OH:1][CH:2]1[C:6]2([CH2:7][CH2:8][NH:9][CH2:10][CH2:11]2)[C:5](=[O:19])[N:4]([C:20]2[CH2:21][O:22][C:23](=[O:26])[C:24]=2[CH3:25])[CH2:3]1. Procedure details: The title compounds were prepared from Isomers A and B of tert-Butyl 4-hydroxy-2-(4-methyl-5-oxo-2,5-dihydrofuran-3-yl)-1-oxo-2,8-diazaspiro[4.5]decane-8-carboxylate, respectively, using TFA in a similar fashion as described previously for I-19. Isomer A: LC/MS: [(M+1)]+=267; Isomer B: LC/MS: [(M+1)]+=267. Reactants: C(C1=CC=CC=C1)OC=1C=C(C2=C(NC(CO2)=O)C1)C(CNC(CC1=CC=C(OCCCC(=O)OCC)C=C1)(C)C)O (ethyl 4-(4-{2-[2-(6-benzyloxy-3-oxo-3,4-dihydro-2H-benzo [1,4]oxazin-8-yl)-2-hydroxyethylamino]-2-methylpropyl}phenoxy)butyrate), [OH-].[Na+] (sodium hydroxide), Cl (hydrochloric acid). Run in CO (methanol). Yields the product C(C1=CC=CC=C1)OC=1C=C(C2=C(NC(CO2)=O)C1)C(CNC(CC1=CC=C(OCCCC(=O)O)C=C1)(C)C)O (4-(4-{2-[2-(6-benzyloxy-3-oxo-3,4-dihydro-2H-benzo[1,4]oxazin-8-yl)2-hydroxyethylamino]-2-methylpropyl}phenoxy)butyric acid). RXN SMILES: [CH2:1]([O:8][C:9]1[CH:10]=[C:11]([CH:20]([OH:42])[CH2:21][NH:22][C:23]([CH3:41])([CH3:40])[CH2:24][C:25]2[CH:39]=[CH:38][C:28]([O:29][CH2:30][CH2:31][CH2:32][C:33]([O:35]CC)=[O:34])=[CH:27][CH:26]=2)[C:12]2[O:17][CH2:16][C:15](=[O:18])[NH:14][C:13]=2[CH:19]=1)[C:2]1[CH:7]=[CH:6][CH:5]=[CH:4][CH:3]=1.[OH-].[Na+].Cl>CO>[CH2:1]([O:8][C:9]1[CH:10]=[C:11]([CH:20]([OH:42])[CH2:21][NH:22][C:23]([CH3:40])([CH3:41])[CH2:24][C:25]2[CH:26]=[CH:27][C:28]([O:29][CH2:30][CH2:31][CH2:32][C:33]([OH:35])=[O:34])=[CH:38][CH:39]=2)[C:12]2[O:17][CH2:16][C:15](=[O:18])[NH:14][C:13]=2[CH:19]=1)[C:2]1[CH:3]=[CH:4][CH:5]=[CH:6][CH:7]=1 |f:1.2|. Procedure: A solution of 1.00 g (1.73 mmol) of ethyl 4-(4-{2-[2-(6-benzyloxy-3-oxo-3,4-dihydro-2H-benzo [1,4]oxazin-8-yl)-2-hydroxyethylamino]-2-methylpropyl}phenoxy)butyrate in 25 mL methanol is combined with 2.5 mL of 1 N sodium hydroxide solution, refluxed for 30 minutes, and then neutralized with 1 N hydrochloric acid. The solution is evaporated down and the residual oil is dissolved by heating in 5 mL of n-butanol. After the addition of a crystallization aid, a solid is precipitated out which is sucti...